describe an organic reaction: reactants, conditions, products, and yield From a dataset of the Open Reaction Database (ORD), a public repository of structured organic reaction records. The reactants are Cn1cccc1C#N, CC(=O)O, [Na+], [OH-], O=[N+]([O-])O. Product: Cn1cc([N+](=O)[O-])cc1C#N. As a reaction SMILES: [C:1](#[N:2])[c:3]1[n:4]([CH3:8])[cH:5][cH:6][cH:7]1.[CH3:15][C:16](=[O:17])[OH:18].[Na+:14].[OH-:13].[OH:9][N+:10]([O-:11])=[O:12]>>[C:1](#[N:2])[c:3]1[n:4]([CH3:8])[cH:5][c:6]([N+:10](=[O:9])[O-:11])[cH:7]1. Reactants: COC(=O)c1ccc(C=O)cc1, CO, Nc1ccc(C2CCCCC2)cc1. The product is COC(=O)c1ccc(C=Nc2ccc(C3CCCCC3)cc2)cc1. RXN SMILES: [CH3:1][O:2][C:3]([c:4]1[cH:5][cH:6][c:7]([CH:10]=[O:11])[cH:8][cH:9]1)=[O:12].[CH3:26][OH:27].[CH:13]1([c:19]2[cH:20][cH:21][c:22]([NH2:23])[cH:24][cH:25]2)[CH2:14][CH2:15][CH2:16][CH2:17][CH2:18]1>>[CH3:1][O:2][C:3]([c:4]1[cH:5][cH:6][c:7]([CH:10]=[N:23][c:22]2[cH:21][cH:20][c:19]([CH:13]3[CH2:14][CH2:15][CH2:16][CH2:17][CH2:18]3)[cH:25][cH:24]2)[cH:8][cH:9]1)=[O:12]. The product is FC1=C(COC=2C=3N(C=CC2)C(=C(N3)C)C(=O)NC(COCC)CO)C(=CC=C1)F (rac-8-[(2,6-Difluorobenzyl)oxy]-N-(1-ethoxy-3-hydroxypropan-2-yl)-2-methylimidazo[1,2-a]-pyridine-3-carboxamide). As a reaction SMILES: [F:1][C:2]1[CH:27]=[CH:26][CH:25]=[C:24]([F:28])[C:3]=1[CH2:4][O:5][C:6]1[C:7]2[N:8]([C:12]([C:16]([NH:18][CH:19]([CH2:22][OH:23])[CH2:20][OH:21])=[O:17])=[C:13]([CH3:15])[N:14]=2)[CH:9]=[CH:10][CH:11]=1.[H-].[Na+].I[CH2:32][CH3:33].CO>CN(C=O)C.O>[F:1][C:2]1[CH:27]=[CH:26][CH:25]=[C:24]([F:28])[C:3]=1[CH2:4][O:5][C:6]1[C:7]2[N:8]([C:12]([C:16]([NH:18][CH:19]([CH2:22][OH:23])[CH2:20][O:21][CH2:32][CH3:33])=[O:17])=[C:13]([CH3:15])[N:14]=2)[CH:9]=[CH:10][CH:11]=1 |f:1.2|. Starting materials: ICC (iodoethane), [H-].[Na+] (sodium hydride), ICC (iodethane), FC1=C(COC=2C=3N(C=CC2)C(=C(N3)C)C(=O)NC(CO)CO)C(=CC=C1)F (8-[(2,6-difluorobenzyl)oxy]-N-(1,3-dihydroxy-propan-2-yl)-2-methylimidazo[1,2-a]pyridine-3-carboxamide), [H-].[Na+] (sodium hydride), CO (methanol). Procedure details: At 0° C., 750 mg (1.92 mmol) of 8-[(2,6-difluorobenzyl)oxy]-N-(1,3-dihydroxy-propan-2-yl)-2-methylimidazo[1,2-a]pyridine-3-carboxamide were initially charged in 19 ml of DMF, 52 mg (2.11 mmol) of sodium hydride (95%) were added and the mixture was stirred at 0° C. for 30 min. A solution of 239 mg (1.53 mmol) of iodethane in 2 ml of DMF was then slowly added dropwise at 0° C., and the mixture was stirred at RT overnight. At room temperature, another 9.4 mg (0.38 mmol) of sodium hydride (95%) were... Run in O (water), CN(C)C=O (DMF), CN(C)C=O (DMF). Run at temperature 0 celsius, time 30 minute.